This data is from the Open Reaction Database (ORD), a public repository of structured organic reaction records. The task is: describe an organic reaction: reactants, conditions, products, and yield The reactants are O=C(OC(=O)C(F)(F)F)C(F)(F)F, C1COCCO1, NC(=O)C1CCn2c(cc3ccccc32)C1. Product: N#CC1CCn2c(cc3ccccc32)C1. Reaction SMILES: [F:1][C:2]([F:3])([F:4])[C:5]([O:6][C:7](=[O:8])[C:9]([F:10])([F:11])[F:12])=[O:13].[O:30]1[CH2:31][CH2:32][O:33][CH2:34][CH2:35]1.[cH:14]1[c:15]2[cH:16][c:17]3[n:18]([c:19]2[cH:20][cH:21][cH:22]1)[CH2:23][CH2:24][CH:25]([C:27](=[O:28])[NH2:29])[CH2:26]3>>[cH:14]1[c:15]2[cH:16][c:17]3[n:18]([c:19]2[cH:20][cH:21][cH:22]1)[CH2:23][CH2:24][CH:25]([C:27]#[N:29])[CH2:26]3. Reactants: N([C@@H](CC(C)C)C(=O)N[C@@H](CCCC)C(=O)CF)C(=O)OCC1=CC=CC=C1 (Z-Leu-Nle-CH2F), Br (hydrogen bromide). Solvent: C(C)(=O)O (acetic acid). Run at time 3 hour. Yields the product N([C@@H](CC(C)C)C(=O)N[C@@H](CCCC)C(=O)CF)C(=O)CCCCCCC (Octanoyl-Leu-Nle-CH2F). The yield is 84.3%. RXN SMILES: [NH:1]([C:19]([O:21]CC1C=CC=CC=1)=O)[C@H:2]([C:7]([NH:9][C@H:10]([C:15]([CH2:17][F:18])=[O:16])[CH2:11][CH2:12][CH2:13][CH3:14])=[O:8])[CH2:3][CH:4]([CH3:6])[CH3:5].Br>C(O)(=O)C>[NH:1]([C:19]([CH2:17][CH2:15][CH2:10][CH2:11][CH2:12][CH2:13][CH3:14])=[O:21])[C@H:2]([C:7]([NH:9][C@H:10]([C:15]([CH2:17][F:18])=[O:16])[CH2:11][CH2:12][CH2:13][CH3:14])=[O:8])[CH2:3][CH:4]([CH3:5])[CH3:6]. Procedure: The Z-Leu-Nle-CH2F (0.29 g) obtained in Example 1 was dissolved in acetic acid (4.5 ml) including 25% anhydrous hydrogen bromide and the mixture was agitated at room temperature for 3 hours. After the end of the reaction, the solvent was distilled off and the resultant residue was dissolved in anhydrous methylene chloride (5 ml). To this, under ice water cooling, were added triethylamine (0.20 g) and octanoylchloride (0.12 g) to dissolve it, then this was washed with a 10% aqueous citric acid so... Starting materials: CN1C=2C(C(=O)OC1=O)=CC=CC2 (N-methyl isatoic anhydride), N1[C@H](C(=O)O)CCC1 (L-proline). The solvent is C(C)O (ethanol). The product is CN1C(C2N(C(C3=C1C=CC=C3)=O)CCC2)=O (1,2,3,11a-Tetrahydro-10-methyl-5H-pyrrolo[2,1-c] [1,4]benzodiazepin-5,11(10H)-dione). RXN SMILES: [CH3:1][N:2]1[C:8](=[O:9])[O:7][C:5](=O)[C:4]2=[CH:10][CH:11]=[CH:12][CH:13]=[C:3]12.[NH:14]1[CH2:21][CH2:20][CH2:19][C@H:15]1C(O)=O>C(O)C>[CH3:1][N:2]1[C:3]2[CH:13]=[CH:12][CH:11]=[CH:10][C:4]=2[C:5](=[O:7])[N:14]2[CH2:21][CH2:20][CH2:19][CH:15]2[C:8]1=[O:9]. Reported procedure: A mixture of 17.7 g. of N-methyl isatoic anhydride, 11.5 g. of L-proline and 250 ml. of ethanol is heated on a steam bath for 3 hours and then concentrated to remove the ethanol. The residue is mixed with benzene and a small portion of water and the layers are separated. The benzene layer is washed twice with water and concentrated to remove the solvent. The residue is triturated with ether. The crystals which form are collected by filtration and recrystallized from ethyl acetate yielding the pu... Starting materials: IC1=NN(C2=NC=NC(=C21)N)[C@@H]2CC[C@@H](CC2)N2CCN(CC2)C (cis-3-iodo-1-[4-(4-methylpiperazino)cyclohexyl]-1H-pyrazolo[3,4-d]pyrimidin-4-amine), CC1(OB(OC1(C)C)C1=CC=C(OC2=C(C#N)C=CC=C2)C=C1)C (2-[4-(4,4,5,5-tetramethyl-1,3,2-dioxaborolan-2-yl)phenoxy]benzonitrile), COCCOC (DME), O.C([O-])([O-])=O.[Na+].[Na+] (sodium carbonate monohydrate). Reagents/catalysts: C=1C=CC(=CC1)[P](C=2C=CC=CC2)(C=3C=CC=CC3)[Pd]([P](C=4C=CC=CC4)(C=5C=CC=CC5)C=6C=CC=CC6)([P](C=7C=CC=CC7)(C=8C=CC=CC8)C=9C=CC=CC9)[P](C=1C=CC=CC1)(C=1C=CC=CC1)C=1C=CC=CC1 (tetrakis(triphenylphosphine)palladium), C=1C=CC(=CC1)[P](C=2C=CC=CC2)(C=3C=CC=CC3)[Pd]([P](C=4C=CC=CC4)(C=5C=CC=CC5)C=6C=CC=CC6)([P](C=7C=CC=CC7)(C=8C=CC=CC8)C=9C=CC=CC9)[P](C=1C=CC=CC1)(C=1C=CC=CC1)C=1C=CC=CC1 (tetrakis(triphenylphosphine)palladium). Solvent: O (water). Run at temperature 85 celsius. Yields the product NC1=C2C(=NC=N1)N(N=C2C2=CC=C(OC1=C(C#N)C=CC=C1)C=C2)[C@@H]2CC[C@@H](CC2)N2CCN(CC2)C (cis-2-(4-{4-amino-1-[4-(4-methylpiperazino)cyclohexyl]-1H-pyrazolo[3,4-d]pyrimidin-3-yl}phenoxy)benzonitrile). The yield is 67.8%. Reaction SMILES: I[C:2]1[C:10]2[C:5](=[N:6][CH:7]=[N:8][C:9]=2[NH2:11])[N:4]([C@H:12]2[CH2:17][CH2:16][C@@H:15]([N:18]3[CH2:23][CH2:22][N:21]([CH3:24])[CH2:20][CH2:19]3)[CH2:14][CH2:13]2)[N:3]=1.CC1(C)C(C)(C)OB([C:33]2[CH:47]=[CH:46][C:36]([O:37][C:38]3[CH:45]=[CH:44][CH:43]=[CH:42][C:39]=3[C:40]#[N:41])=[CH:35][CH:34]=2)O1.COCCOC.O.C(=O)([O-])[O-].[Na+].[Na+]>O.C1C=CC([P]([Pd]([P](C2C=CC=CC=2)(C2C=CC=CC=2)C2C=CC=CC=2)([P](C2C=CC=CC=2)(C2C=CC=CC=2)C2C=CC=CC=2)[P](C2C=CC=CC=2)(C2C=CC=CC=2)C2C=CC=CC=2)(C2C=CC=CC=2)C2C=CC=CC=2)=CC=1>[NH2:11][C:9]1[N:8]=[CH:7][N:6]=[C:5]2[N:4]([C@H:12]3[CH2:17][CH2:16][C@@H:15]([N:18]4[CH2:23][CH2:22][N:21]([CH3:24])[CH2:20][CH2:19]4)[CH2:14][CH2:13]3)[N:3]=[C:2]([C:33]3[CH:47]=[CH:46][C:36]([O:37][C:38]4[CH:45]=[CH:44][CH:43]=[CH:42][C:39]=4[C:40]#[N:41])=[CH:35][CH:34]=3)[C:10]=12 |f:3.4.5.6,^1:66,68,87,106|. Reported procedure: A mixture of cis-3-iodo-1-[4-(4-methylpiperazino)cyclohexyl]-1H-pyrazolo[3,4-d]pyrimidin-4-amine (2.29 g, 5.19 mmol, 1 equiv), 2-[4-(4,4,5,5-tetramethyl-1,3,2-dioxaborolan-2-yl)phenoxy]benzonitrile (2.0 g, 6.2 mmol, 1.2 equiv), tetrakis(triphenylphosphine)palladium (0.329 g, 0.311 mmol, 0.06 equiv), DME (21 mL), and sodium carbonate monohydrate (1.54 g, 12.5 mmol, 2.4 equiv) in water (16 mL) was heated at 85° C. for 60 h. Additional tetrakis(triphenylphosphine)palladium (0.100 g, 0.02 equiv) was... Starting materials: C(C)OC(=O)C1=C(C(N(C=C1)CC1=C(C=C(C=C1)OC)OC)=O)CBr (3-bromomethyl-1-(2,4-dimethoxy-benzyl)-2-oxo-1,2-dihydro-pyridine-4-carboxylic acid ethyl ester), COC(CNS(=O)(=O)C1=CC=C(C=C1)C)=O ((toluene-4-sulfonylamino)-acetic acid methyl ester), [I-].[Na+] (sodium iodide), C([O-])([O-])=O.[K+].[K+] (potassium carbonate). The solvent is CN(C)C=O (DMF), [Cl-].[Na+].O (Brine). Conditions: time 16 hour. Yields the product C(C)OC(=O)C1=C(C(N(C=C1)CC1=C(C=C(C=C1)OC)OC)=O)CN(S(=O)(=O)C1=CC=C(C=C1)C)CC(=O)OC (1-(2,4-Dimethoxy-benzyl)-3-{[methoxycarbonylmethyl-(toluene-4-sulfonyl)-amino]-methyl}-2-oxo-1,2-dihydro-pyridine-4-carboxylic acid ethyl ester). Yield: 67.9%. Reaction SMILES: [CH2:1]([O:3][C:4]([C:6]1[CH:11]=[CH:10][N:9]([CH2:12][C:13]2[CH:18]=[CH:17][C:16]([O:19][CH3:20])=[CH:15][C:14]=2[O:21][CH3:22])[C:8](=[O:23])[C:7]=1[CH2:24]Br)=[O:5])[CH3:2].[CH3:26][O:27][C:28](=[O:41])[CH2:29][NH:30][S:31]([C:34]1[CH:39]=[CH:38][C:37]([CH3:40])=[CH:36][CH:35]=1)(=[O:33])=[O:32].[I-].[Na+].C(=O)([O-])[O-].[K+].[K+]>CN(C=O)C.[Cl-].[Na+].O>[CH2:1]([O:3][C:4]([C:6]1[CH:11]=[CH:10][N:9]([CH2:12][C:13]2[CH:18]=[CH:17][C:16]([O:19][CH3:20])=[CH:15][C:14]=2[O:21][CH3:22])[C:8](=[O:23])[C:7]=1[CH2:24][N:30]([CH2:29][C:28]([O:27][CH3:26])=[O:41])[S:31]([C:34]1[CH:35]=[CH:36][C:37]([CH3:40])=[CH:38][CH:39]=1)(=[O:33])=[O:32])=[O:5])[CH3:2] |f:2.3,4.5.6,8.9.10|. Procedure: A mixture of 3-bromomethyl-1-(2,4-dimethoxy-benzyl)-2-oxo-1,2-dihydro-pyridine-4-carboxylic acid ethyl ester (4.43 g, 10.8 mmol), (toluene-4-sulfonylamino)-acetic acid methyl ester (2.89 mg, 11.9 mmol), sodium iodide (3.24 g, 21.6 mmol) and potassium carbonate (2.99 g, 21.6 mmol) in DMF (95 mL) was stirred at r.t. for 16 h. Brine (150 mL) was added, and the resulting suspension was extracted with EtOAc. The organic layer was washed with water and dried over MgSO4. After evaporating the solvent i... Solvent: C(C)O (ethanol). Yields the product NC(COC1=CC=C(C=C1)NC1=CC=C(C=C1)CCNC[C@H](O)C1=C2C=CC(NC2=C(C=C1)O)=O)(C)C (5-[(R)-2-(2-{4-[4-(2-amino-2-methyl-propoxy)-phenylamino]-phenyl}-ethylamino)-1-hydroxy-ethyl]-8-hydroxy-1H-quinolin-2-one). Yield: 79.5%. Procedure: Aqueous ammonium bicarbonate (10%) solution (50 mL) was added in one portion to a solution of the product of Example 1, 5-[(R)-2-(2-{4-[4-(2-amino-2-methyl-propoxy)-phenylamino]-phenyl}-ethylamino)-1-hydroxy-ethyl]-8-hydroxy-1H-quinolin-2-one trifluoroacetate, (1.80 g, 2.1 mmol) in ethanol (6 mL). The solution was stirred at room temperature for 1 h. The resultant solid was filtered and dried under reduced pressure to afford the title compound (0.84 g, 1.67 mmol, 80%) as a yellow solid. Reactants: C([O-])(O)=O.[NH4+] (ammonium bicarbonate), solution, FC(C(=O)[O-])(F)F (trifluoroacetate), FC(C(=O)O)(F)F.NC(COC1=CC=C(C=C1)NC1=CC=C(C=C1)CCNC[C@H](O)C1=C2C=CC(NC2=C(C=C1)O)=O)(C)C (5-[(R)-2-(2-{4-[4-(2-amino-2-methyl-propoxy)-phenylamino]-phenyl}-ethylamino)-1-hydroxy-ethyl]-8-hydroxy-1H-quinolin-2-one trifluoroacetate). Reaction SMILES: C(=O)(O)[O-].[NH4+].FC(F)(F)C([O-])=O.FC(F)(F)C(O)=O.[NH2:20][C:21]([CH3:56])([CH3:55])[CH2:22][O:23][C:24]1[CH:29]=[CH:28][C:27]([NH:30][C:31]2[CH:36]=[CH:35][C:34]([CH2:37][CH2:38][NH:39][CH2:40][C@@H:41]([C:43]3[CH:52]=[CH:51][C:50]([OH:53])=[C:49]4[C:44]=3[CH:45]=[CH:46][C:47](=[O:54])[NH:48]4)[OH:42])=[CH:33][CH:32]=2)=[CH:26][CH:25]=1>C(O)C>[NH2:20][C:21]([CH3:56])([CH3:55])[CH2:22][O:23][C:24]1[CH:29]=[CH:28][C:27]([NH:30][C:31]2[CH:32]=[CH:33][C:34]([CH2:37][CH2:38][NH:39][CH2:40][C@@H:41]([C:43]3[CH:52]=[CH:51][C:50]([OH:53])=[C:49]4[C:44]=3[CH:45]=[CH:46][C:47](=[O:54])[NH:48]4)[OH:42])=[CH:35][CH:36]=2)=[CH:26][CH:25]=1 |f:0.1,3.4|. Conditions: time 1 hour.